This data is from the Open Reaction Database (ORD), a public repository of structured organic reaction records. The task is: describe an organic reaction: reactants, conditions, products, and yield The reactants are O=C(NCCCC1CCC1)c1ccc(Cl)nn1, O=C(c1ccccc1C(F)(F)F)N1CCNCC1. Yields the product O=C(NCCCC1CCC1)c1ccc(N2CCN(C(=O)c3ccccc3C(F)(F)F)CC2)nn1. RXN SMILES: [CH:1]1([CH2:5][CH2:6][CH2:7][NH:8][C:9](=[O:10])[c:11]2[n:12][n:13][c:14]([Cl:17])[cH:15][cH:16]2)[CH2:2][CH2:3][CH2:4]1.[N:18]1([C:24](=[O:25])[c:26]2[c:27]([C:32]([F:33])([F:34])[F:35])[cH:28][cH:29][cH:30][cH:31]2)[CH2:19][CH2:20][NH:21][CH2:22][CH2:23]1>>[CH:1]1([CH2:5][CH2:6][CH2:7][NH:8][C:9](=[O:10])[c:11]2[n:12][n:13][c:14]([N:21]3[CH2:20][CH2:19][N:18]([C:24](=[O:25])[c:26]4[c:27]([C:32]([F:33])([F:34])[F:35])[cH:28][cH:29][cH:30][cH:31]4)[CH2:23][CH2:22]3)[cH:15][cH:16]2)[CH2:2][CH2:3][CH2:4]1. Reactants: CC=1C(=C(C=CC1)NC(OC(C)(C)C)=O)B1OC(C(O1)(C)C)(C)C (tert-butyl 3-methyl-2-(4,4,5,5-tetramethyl-1,3,2-dioxaborolan-2-yl)phenylcarbamate), BrC=1C(=NC=CC1)C#N (3-bromopicolino-nitrile), tetrakis(triphenyl-phosphine)palladium, C([O-])([O-])=O.[K+].[K+] (potassium carbonate), C(C)(=O)OCC (ethyl acetate). The solvent is C1(=CC=CC=C1)C (toluene), CCCCCC (hexane), CO (methanol), ClCCl (dichloromethane), O (water). Run at temperature 100 celsius, time 8 hour. Product: CC1=CC=CC=2C1=C1C=CC=NC1=C(N2)N (10-methylbenzo[f][1,7]naphthyridin-5-amine). RXN SMILES: [CH3:1][C:2]1[C:3](B2OC(C)(C)C(C)(C)O2)=[C:4]([NH:8]C(=O)OC(C)(C)C)[CH:5]=[CH:6][CH:7]=1.Br[C:26]1[C:27]([C:32]#[N:33])=[N:28][CH:29]=[CH:30][CH:31]=1.C(=O)([O-])[O-].[K+].[K+].C(OCC)(=O)C>C1(C)C=CC=CC=1.CO.ClCCl.O.CCCCCC>[CH3:1][C:2]1[C:3]2=[C:26]3[C:27](=[C:32]([NH2:33])[N:8]=[C:4]2[CH:5]=[CH:6][CH:7]=1)[N:28]=[CH:29][CH:30]=[CH:31]3 |f:2.3.4|. Reported procedure: A solution of tert-butyl 3-methyl-2-(4,4,5,5-tetramethyl-1,3,2-dioxaborolan-2-yl)phenylcarbamate (from step 2) (1.0 eq.) and 3-bromopicolino-nitrile (1.0 eq.) in toluene (0.44 M) was mixed with tetrakis(triphenyl-phosphine)palladium (5 mol %) and 2N aqueous potassium carbonate solution (2.0 eq.). The reaction was heated to 100° C. and stirred overnight. After cooling to ambient temperature, the reaction content was diluted with 2% methanol in dichloromethane and water. The two phases were separa... Reactants: Cl.NC(C(=O)C1=CC(=C(C(=C1)C(C)(C)C)O)C(C)(C)C)CC (2-amino-1-(3,5-di-tert-butyl-4-hydroxyphenyl)-1-butanone hydrochloride), [S-]C#N.[Na+] (sodium thiocyanate). Yields the product C(C)(C)(C)C=1C=C(C=C(C1O)C(C)(C)C)C=1NC(NC1CC)=S (4-(3,5-di-tert-butyl-4-hydroxyphenyl)-5-ethyl-2-thioxo-4-imidazoline). Yield: 45.2%. RXN SMILES: Cl.[NH2:2][CH:3]([CH2:21][CH3:22])[C:4]([C:6]1[CH:11]=[C:10]([C:12]([CH3:15])([CH3:14])[CH3:13])[C:9]([OH:16])=[C:8]([C:17]([CH3:20])([CH3:19])[CH3:18])[CH:7]=1)=O.[S-:23][C:24]#[N:25].[Na+]>>[C:17]([C:8]1[CH:7]=[C:6]([C:4]2[NH:25][C:24](=[S:23])[NH:2][C:3]=2[CH2:21][CH3:22])[CH:11]=[C:10]([C:12]([CH3:15])([CH3:14])[CH3:13])[C:9]=1[OH:16])([CH3:20])([CH3:19])[CH3:18] |f:0.1,2.3|. Procedure details: By following the same procedure as in Example 8 using 13.1 g of 2-amino-1-(3,5-di-tert-butyl-4-hydroxyphenyl)-1-butanone hydrochloride, 6.5 g of sodium thiocyanate, 3.4 ml of concentrated, and 100 ml of acetic acid and recrystallizing the reaction product from isopropanol, 6 g of 4-(3,5-di-tert-butyl-4-hydroxyphenyl)-5-ethyl-2-thioxo-4-imidazoline was obtained. Starting materials: CC(C)c1cc(Br)cc2cn[nH]c12, O=C([O-])O, C1CCCCC1, CN(C)C=O, [Li]C(C)CC, Cl, [H-], [Na+], [Na+], C1CCOC1. Product: CC(C)c1cc(C=O)cc2cn[nH]c12. Reaction SMILES: [Br:1][c:2]1[cH:3][c:4]2[cH:5][n:6][nH:7][c:8]2[c:9]([CH:11]([CH3:12])[CH3:13])[cH:10]1.[C:28]([O-:29])(=[O:30])[OH:31].[CH2:21]1[CH2:22][CH2:23][CH2:24][CH2:25][CH2:26]1.[CH3:33][N:34]([CH3:35])[CH:36]=[O:37].[CH:16]([Li:17])([CH2:18][CH3:19])[CH3:20].[ClH:27].[H-:14].[Na+:15].[Na+:32].[O:38]1[CH2:39][CH2:40][CH2:41][CH2:42]1>>[c:2]1([CH:28]=[O:29])[cH:3][c:4]2[cH:5][n:6][nH:7][c:8]2[c:9]([CH:11]([CH3:12])[CH3:13])[cH:10]1. Starting materials: O=C1CCN(CC1)C(=O)OC(C)(C)C (tert-butyl 4-oxopiperidine-1-carboxylate), [I-].C1(=CC=CC=C1)[P+](CCCCC1=CC=CC=C1)(C1=CC=CC=C1)C1=CC=CC=C1 (triphenyl(4-phenylbutyl)phosphonium iodide), CN(C)P(=O)(N(C)C)N(C)C (HMPA), [Li]CCCC (n-BuLi). Run in C1CCOC1 (THF), C1CCOC1 (THF). Run at time 2 hour. The product is C(C)(C)(C)OC(=O)N1CCC(CC1)=CCCCC1=CC=CC=C1 (1-(tert-butoxycarbonyl)-4-(4-phenylbutylidene)piperidine). Isolated yield 36.6%. RXN SMILES: [I-].C1([P+](C2C=CC=CC=2)(C2C=CC=CC=2)[CH2:9][CH2:10][CH2:11][CH2:12][C:13]2[CH:18]=[CH:17][CH:16]=[CH:15][CH:14]=2)C=CC=CC=1.CN(P(N(C)C)(N(C)C)=O)C.[Li]CCCC.O=[C:48]1[CH2:53][CH2:52][N:51]([C:54]([O:56][C:57]([CH3:60])([CH3:59])[CH3:58])=[O:55])[CH2:50][CH2:49]1>C1COCC1>[C:57]([O:56][C:54]([N:51]1[CH2:52][CH2:53][C:48](=[CH:9][CH2:10][CH2:11][CH2:12][C:13]2[CH:14]=[CH:15][CH:16]=[CH:17][CH:18]=2)[CH2:49][CH2:50]1)=[O:55])([CH3:60])([CH3:58])[CH3:59] |f:0.1|. Reported procedure: To a solution of triphenyl(4-phenylbutyl)phosphonium iodide (975 mg, 1.87 mmol) in THF (8 mL) under Ar at −78° C. was added HMPA (1 mL) followed by n-BuLi (1.6 M in hexane; 1.28 mL, 2.05 mmol, 1.1 equiv.). After stirring at room temperature for 2 h, the mixture was cooled to −78° C. again, and tert-butyl 4-oxopiperidine-1-carboxylate (409 mg, 2.05 mmol, 1.1 equiv.) in THF (2 mL) was added. The mixture was allowed to warm to room temperature and to stand for 2 days. The reaction was quenched with... Reactants: [H-].[Na+] (sodium hydride), BrCC#CC (4-bromo-2-butyne), C(CC(=O)C)(=O)OC (methyl acetoacetate), C(CCC)[Li] (n-butyl lithium). Product: COC(CC(CCC#CC)=O)=O (3-oxo-6-octynoic acid methyl ester). As a reaction SMILES: [H-].[Na+].[C:3]([O:9][CH3:10])(=[O:8])[CH2:4][C:5]([CH3:7])=[O:6].[CH2:11]([Li])[CH2:12][CH2:13][CH3:14].BrCC#CC>>[CH3:10][O:9][C:3](=[O:8])[CH2:4][C:5](=[O:6])[CH2:7][CH2:11][C:12]#[C:13][CH3:14] |f:0.1|. Reported procedure: In accordance with the process of Reference 1, sodium hydride (550 mg; 23 m mol), methyl acetoacetate; (2.56 g; 22 m mol), n-butyl lithium (23 m mol) and 4-bromo-2-butyne were used to obtain 2.53 g of 3-oxo-6-octynoic acid methyl ester. Reactants: CCOC(=O)CC1(C)OCCc2c1[nH]c1ccccc21, CO, [K+], [OH-], O, c1ccccc1. The product is CC1(CC(=O)O)OCCc2c1[nH]c1ccccc21. RXN SMILES: [CH2:1]([CH3:2])[O:3][C:4]([CH2:5][C:6]1([CH3:19])[O:7][CH2:8][CH2:9][c:10]2[c:11]1[nH:12][c:13]1[cH:14][cH:15][cH:16][cH:17][c:18]21)=[O:20].[CH3:21][OH:22].[K+:24].[OH-:23].[OH2:25].[cH:26]1[cH:27][cH:28][cH:29][cH:30][cH:31]1>>[O:3]=[C:4]([CH2:5][C:6]1([CH3:19])[O:7][CH2:8][CH2:9][c:10]2[c:11]1[nH:12][c:13]1[cH:14][cH:15][cH:16][cH:17][c:18]21)[OH:20]. The reactants are C#CCNCC(OC)OC, O=C(Cl)CCl, [Na+], [Na+], O=C([O-])[O-], O, c1ccccc1. Product: C#CCN(CC(OC)OC)C(=O)CCl. Reaction SMILES: [CH2:1]([C:2]#[CH:3])[NH:4][CH2:5][CH:6]([O:7][CH3:8])[O:9][CH3:10].[Cl:23][CH2:24][C:25](=[O:26])[Cl:27].[Na+:17].[Na+:18].[O-:19][C:20](=[O:21])[O-:22].[OH2:28].[cH:11]1[cH:12][cH:13][cH:14][cH:15][cH:16]1>>[CH2:1]([C:2]#[CH:3])[N:4]([CH2:5][CH:6]([O:7][CH3:8])[O:9][CH3:10])[C:25]([CH2:24][Cl:23])=[O:26]. Starting materials: CN(C)CCCN, CCO, O=C1CC(c2ccc(C(F)(F)F)cc2)Cc2c1c(=O)c1cc(Cl)ccc1n2O. Yields the product CN(C)CCCN=C1CC(c2ccc(C(F)(F)F)cc2)Cc2c1c(=O)c1cc(Cl)ccc1n2O. RXN SMILES: [CH3:29][N:30]([CH2:31][CH2:32][CH2:33][NH2:34])[CH3:35].[CH3:36][CH2:37][OH:38].[Cl:1][c:2]1[cH:3][cH:4][c:5]2[n:6]([OH:28])[c:7]3[c:12]([c:13](=[O:16])[c:14]2[cH:15]1)[C:11](=[O:17])[CH2:10][CH:9]([c:18]1[cH:19][cH:20][c:21]([C:24]([F:25])([F:26])[F:27])[cH:22][cH:23]1)[CH2:8]3>>[Cl:1][c:2]1[cH:3][cH:4][c:5]2[n:6]([OH:28])[c:7]3[c:12]([c:13](=[O:16])[c:14]2[cH:15]1)[C:11](=[N:34][CH2:33][CH2:32][CH2:31][N:30]([CH3:29])[CH3:35])[CH2:10][CH:9]([c:18]1[cH:19][cH:20][c:21]([C:24]([F:25])([F:26])[F:27])[cH:22][cH:23]1)[CH2:8]3. Reactants: CCOC(Cc1ccc(OCc2csc(-c3ccc(Cl)cc3)n2)cc1F)C(=O)OC, [Li+], [OH-]. Yields the product CCOC(Cc1ccc(OCc2csc(-c3ccc(Cl)cc3)n2)cc1F)C(=O)O. Reaction SMILES: [CH3:1][O:2][C:3]([CH:4]([CH2:5][c:6]1[c:7]([F:26])[cH:8][c:9]([O:12][CH2:13][c:14]2[n:15][c:16](-[c:19]3[cH:20][cH:21][c:22]([Cl:25])[cH:23][cH:24]3)[s:17][cH:18]2)[cH:10][cH:11]1)[O:27][CH2:28][CH3:29])=[O:30].[Li+:32].[OH-:31]>>[O:2]=[C:3]([CH:4]([CH2:5][c:6]1[c:7]([F:26])[cH:8][c:9]([O:12][CH2:13][c:14]2[n:15][c:16](-[c:19]3[cH:20][cH:21][c:22]([Cl:25])[cH:23][cH:24]3)[s:17][cH:18]2)[cH:10][cH:11]1)[O:27][CH2:28][CH3:29])[OH:30].